From a dataset of the Open Reaction Database (ORD), a public repository of structured organic reaction records. describe an organic reaction: reactants, conditions, products, and yield Starting materials: CCOC(=O)c1ccc(C#N)cc1, CCO, Cl, C1COCCO1. The product is CCOC(=N)c1ccc(C(=O)OCC)cc1, Cl. RXN SMILES: [C:1](#[N:2])[c:3]1[cH:4][cH:5][c:6]([C:7](=[O:8])[O:9][CH2:10][CH3:11])[cH:12][cH:13]1.[CH3:15][CH2:16][OH:17].[ClH:14].[O:18]1[CH2:19][CH2:20][O:21][CH2:22][CH2:23]1>>[C:1](=[NH:2])([c:3]1[cH:4][cH:5][c:6]([C:7](=[O:8])[O:9][CH2:10][CH3:11])[cH:12][cH:13]1)[O:17][CH2:16][CH3:15].[ClH:14].